From a dataset of the Open Reaction Database (ORD), a public repository of structured organic reaction records. describe an organic reaction: reactants, conditions, products, and yield Yield: 77.4%. Reactants: C(C)N1C(C=2N(C3=CC=CC=C13)C=C(C2)C=NO)=O (4,5-dihydro-5-ethyl-4-oxopyrrolo-[1,2-a]-quinoxaline-2-carboxaldehyde oxime), O.C([O-])([O-])=O.[Na+].[Na+].C(C)(=O)OCC (water sodium carbonate ethyl acetate). As a reaction SMILES: [CH2:1]([N:3]1[C:12]2[C:7](=[CH:8][CH:9]=[CH:10][CH:11]=2)[N:6]2[CH:13]=[C:14]([CH:16]=[N:17]O)[CH:15]=[C:5]2[C:4]1=[O:19])[CH3:2].O.C(=O)([O-])[O-].[Na+].[Na+].C(OCC)(=O)C>C(OC(=O)C)(=O)C>[CH2:1]([N:3]1[C:12]2[C:7](=[CH:8][CH:9]=[CH:10][CH:11]=2)[N:6]2[CH:13]=[C:14]([C:16]#[N:17])[CH:15]=[C:5]2[C:4]1=[O:19])[CH3:2] |f:1.2.3.4.5|. Yields the product C(C)N1C(C=2N(C3=CC=CC=C13)C=C(C2)C#N)=O (4,5-dihydro-5-ethyl-4-oxopyrrolo-[1,2-a]-quinoxaline-2-carbonitrile). Procedure: A mixture of 2.5 g (9.8 mmole) of the product of Step A in 40 ml of acetic acid anhydride was refluxed for 3 hours and was then poured into a mixture of water-sodium carbonate-ethyl acetate. The decanted organic phase was washed once with water, dried, filtered and evaporated to dryness. The residue was triturated with ether to obtain 1.8 g of 4,5-dihydro-5-ethyl-4-oxopyrrolo-[1,2-a]-quinoxaline-2-carbonitrile in the form of buff needles melting at 237°-239° C. The solvent is C(C)(=O)OC(C)=O (acetic acid anhydride). Starting materials: O=C(n1ccnc1)n1ccnc1, CC(=O)NCC1CN(c2ccc(C3CCNCC3)c(F)c2)C(=O)O1, C1CCOC1, O=C(O)c1cc2ccccc2[nH]1. Product: CC(=O)NCC1CN(c2ccc(C3CCN(C(=O)c4cc5ccccc5[nH]4)CC3)c(F)c2)C(=O)O1. Reaction SMILES: [C:13]([n:14]1[cH:15][cH:16][n:17][cH:18]1)([n:19]1[cH:20][cH:21][n:22][cH:23]1)=[O:24].[O:25]=[C:26]1[O:27][CH:28]([CH2:44][NH:45][C:46]([CH3:47])=[O:48])[CH2:29][N:30]1[c:31]1[cH:32][c:33]([F:43])[c:34]([CH:37]2[CH2:38][CH2:39][NH:40][CH2:41][CH2:42]2)[cH:35][cH:36]1.[O:49]1[CH2:50][CH2:51][CH2:52][CH2:53]1.[nH:1]1[c:2]([C:10](=[O:11])[OH:12])[cH:3][c:4]2[cH:5][cH:6][cH:7][cH:8][c:9]12>>[nH:1]1[c:2]([C:10](=[O:12])[N:40]2[CH2:39][CH2:38][CH:37]([c:34]3[c:33]([F:43])[cH:32][c:31]([N:30]4[C:26](=[O:25])[O:27][CH:28]([CH2:44][NH:45][C:46]([CH3:47])=[O:48])[CH2:29]4)[cH:36][cH:35]3)[CH2:42][CH2:41]2)[cH:3][c:4]2[cH:5][cH:6][cH:7][cH:8][c:9]12. Reactants: C1CCOC1, COC(=O)c1cc(C=CC(=O)O)cc(C)c1N(C)S(=O)(=O)c1ccc(OC)cc1, CCCCCCCCNC. Product: CCCCCCCCN(C)C(=O)C=Cc1cc(C)c(N(C)S(=O)(=O)c2ccc(OC)cc2)c(C(=O)OC)c1. As a reaction SMILES: [CH2:40]1[O:41][CH2:42][CH2:43][CH2:44]1.[CH3:1][O:2][C:3]([c:4]1[c:5]([N:16]([CH3:17])[S:18](=[O:19])(=[O:20])[c:21]2[cH:22][cH:23][c:24]([O:27][CH3:28])[cH:25][cH:26]2)[c:6]([CH3:15])[cH:7][c:8]([CH:10]=[CH:11][C:12](=[O:13])[OH:14])[cH:9]1)=[O:29].[CH3:30][NH:31][CH2:32][CH2:33][CH2:34][CH2:35][CH2:36][CH2:37][CH2:38][CH3:39]>>[CH3:1][O:2][C:3]([c:4]1[c:5]([N:16]([CH3:17])[S:18](=[O:19])(=[O:20])[c:21]2[cH:22][cH:23][c:24]([O:27][CH3:28])[cH:25][cH:26]2)[c:6]([CH3:15])[cH:7][c:8]([CH:10]=[CH:11][C:12](=[O:13])[N:31]([CH3:30])[CH2:32][CH2:33][CH2:34][CH2:35][CH2:36][CH2:37][CH2:38][CH3:39])[cH:9]1)=[O:29]. The reactants are BrCC1=CC=CC=2C(C3=CC=CC(=C3OC12)CBr)=O (4,5-dibromomethylxanthenone), BrN1C(CCC1=O)=O (N-bromosuccinimide), CC1=CC=CC=2C(C3=CC=CC(=C3OC12)C)=O (4,5-dimethylxanthenone), C(C1=CC=CC=C1)(=O)OOC(C1=CC=CC=C1)=O (benzoyl peroxide). Solvent: C(Cl)(Cl)(Cl)Cl (CCl4). Product: BrCC1=CC=CC=2C(C3=CC=CC(=C3OC12)C)=O (4-Bromomethyl-5-methylxanthenone). The yield is 29.0%. Reaction SMILES: BrN1C(=O)CCC1=O.CC1C2OC3C(=CC=CC=3C)C(=O)C=2C=CC=1.C(OOC(=O)C1C=CC=CC=1)(=O)C1C=CC=CC=1.Br[CH2:45][C:46]1[C:59]2[O:58][C:57]3[C:52](=[CH:53][CH:54]=[CH:55][C:56]=3[CH2:60][Br:61])[C:51](=[O:62])[C:50]=2[CH:49]=[CH:48][CH:47]=1>C(Cl)(Cl)(Cl)Cl>[Br:61][CH2:60][C:56]1[C:57]2[O:58][C:59]3[C:50](=[CH:49][CH:48]=[CH:47][C:46]=3[CH3:45])[C:51](=[O:62])[C:52]=2[CH:53]=[CH:54][CH:55]=1. Procedure: Powdered N-bromosuccinimide (5.0 g, 0.028 mol) was added to a warm solution of 4,5-dimethylxanthenone (prepared by the method of Schopff, Ber 1892, 25, 3642) in CCl4 (170 mL) containing benzoyl peroxide (40 mg), and the mixture was stirred at reflux temperature under UV irradiation (illumination) for 3 hours. Removal of the solvent under reduced pressure gave a residue which was extracted with CHCl3. The CHCl3 layer was washed with cold 1N aqueous NaOH and water (twice), then dried and evaporate...